Dataset: the Open Reaction Database (ORD), a public repository of structured organic reaction records. Task: describe an organic reaction: reactants, conditions, products, and yield The reactants are C(C1=CC=CC=C1)OC([C@@H](NC([C@@H](NC([C@@H](NC(CNC1CCCCC1)=O)CCC(N)=O)=O)CO)=O)CC(C)C)=O (N-(cyclohexylglycyl-glutaminyl-serinyl)leucine benzyl ester), Cl (hydrochloride), C(C)(=O)OCC (Ethyl acetate). Run in CO (methanol). Reaction conditions: temperature 2.5 celsius, time 1 hour. The product is Cl.C(C1=CC=CC=C1)OC([C@@H](NC([C@@H](NC([C@@H](NC(CNC1CCCCC1)=O)CCC(N)=O)=O)CO)=O)CC(C)C)=O (N-(cyclohexylglycyl-glutaminyl-serinyl)leucine benzyl ester hydrochloride). Reaction SMILES: [CH2:1]([O:8][C:9](=[O:41])[C@H:10]([CH2:37][CH:38]([CH3:40])[CH3:39])[NH:11][C:12](=[O:36])[C@H:13]([CH2:34][OH:35])[NH:14][C:15](=[O:33])[C@H:16]([CH2:28][CH2:29][C:30](=[O:32])[NH2:31])[NH:17][C:18](=[O:27])[CH2:19][NH:20][CH:21]1[CH2:26][CH2:25][CH2:24][CH2:23][CH2:22]1)[C:2]1[CH:7]=[CH:6][CH:5]=[CH:4][CH:3]=1.[ClH:42].C(OCC)(=O)C>CO>[ClH:42].[CH2:1]([O:8][C:9](=[O:41])[C@H:10]([CH2:37][CH:38]([CH3:39])[CH3:40])[NH:11][C:12](=[O:36])[C@H:13]([CH2:34][OH:35])[NH:14][C:15](=[O:33])[C@H:16]([CH2:28][CH2:29][C:30](=[O:32])[NH2:31])[NH:17][C:18](=[O:27])[CH2:19][NH:20][CH:21]1[CH2:22][CH2:23][CH2:24][CH2:25][CH2:26]1)[C:2]1[CH:7]=[CH:6][CH:5]=[CH:4][CH:3]=1 |f:4.5|. Procedure: The N-(cyclohexylglycyl-glutaminyl-serinyl)leucine benzyl ester (SEQ ID NO:3) hydrochloride (1.478 Kg) was slurried in methanol (14.8 L) at room temperature and the batch stirred for 1 hr. Ethyl acetate (29.6 L) was added over 30 minutes, the batch was cooled to 0-5° C. and aged for an hour. The solid collected by filtration, washed with cold (0-5° C.) methanol/ethyl acetate (4.5 L, 1:2), dried on the filter for 45 minutes, under nitrogen, and then dried under vacuum, at 40° C. This material was... Starting materials: COC(=O)c1nc(Cl)ccc1C, ClC(Cl)(Cl)Cl, CC(C)(C#N)N=NC(C)(C)C#N, O=C1CCC(=O)N1Br. Yields the product COC(=O)c1nc(Cl)ccc1CBr. As a reaction SMILES: [Cl:1][c:2]1[cH:3][cH:4][c:5]([CH3:12])[c:6]([C:8](=[O:9])[O:10][CH3:11])[n:7]1.[Cl:33][C:34]([Cl:35])([Cl:36])[Cl:37].[N:21]#[C:22][C:23]([N:24]=[N:25][C:26]([C:27]#[N:28])([CH3:29])[CH3:30])([CH3:31])[CH3:32].[O:13]=[C:14]1[N:15]([Br:20])[C:16](=[O:17])[CH2:18][CH2:19]1>>[Cl:1][c:2]1[cH:3][cH:4][c:5]([CH2:12][Br:20])[c:6]([C:8](=[O:9])[O:10][CH3:11])[n:7]1. The reactants are FC(C1=CC(=NC=2N1N=CC2C(=O)O)C2=CC=C(C=C2)C(F)(F)F)(F)F (7-trifluoromethyl-5-(4-trifluoromethyl-phenyl)-pyrazolo[1,5-a]pyrimidine-3-carboxylic acid), NC=1C=C(C=CC1)S(=O)(=O)NC1CC1 (3-amino-N-cyclopropyl-benzenesulfonamide). Product: C1(CC1)NS(=O)(=O)C=1C=C(C=CC1)NC(=O)C=1C=NN2C1N=C(C=C2C(F)(F)F)C2=CC=C(C=C2)C(F)(F)F (7-Trifluoromethyl-5-(4-trifluoromethyl-phenyl)-pyrazolo[1,5-a]pyrimidine-3-carboxylic acid(3-cyclopropylsulfamoyl-phenyl)-amide). RXN SMILES: [F:1][C:2]([F:26])([F:25])[C:3]1[N:8]2[N:9]=[CH:10][C:11]([C:12](O)=[O:13])=[C:7]2[N:6]=[C:5]([C:15]2[CH:20]=[CH:19][C:18]([C:21]([F:24])([F:23])[F:22])=[CH:17][CH:16]=2)[CH:4]=1.[NH2:27][C:28]1[CH:29]=[C:30]([S:34]([NH:37][CH:38]2[CH2:40][CH2:39]2)(=[O:36])=[O:35])[CH:31]=[CH:32][CH:33]=1>>[CH:38]1([NH:37][S:34]([C:30]2[CH:29]=[C:28]([NH:27][C:12]([C:11]3[CH:10]=[N:9][N:8]4[C:3]([C:2]([F:26])([F:25])[F:1])=[CH:4][C:5]([C:15]5[CH:20]=[CH:19][C:18]([C:21]([F:24])([F:22])[F:23])=[CH:17][CH:16]=5)=[N:6][C:7]=34)=[O:13])[CH:33]=[CH:32][CH:31]=2)(=[O:36])=[O:35])[CH2:40][CH2:39]1. Reported procedure: The title compound was prepared from 7-trifluoromethyl-5-(4-trifluoromethyl-phenyl)-pyrazolo[1,5-a]pyrimidine-3-carboxylic acid (example C.2) and 3-amino-N-cyclopropyl-benzenesulfonamide [CAS 459434-39-0] according to general procedure II. Yellow solid. MS (ISP) 568.0 [(M-H−]; mp 232° C. The reactants are Cl (HCl), C=1(C(=CC=CC1)N)N (benzene-1,2-diamine), C(OCC)(OCC)OCC (triethyl orthoformate), C1(=CC=CC=C1)S(=O)(=O)O (benzenesulfonic acid), [Li+].CC(C)[N-]C(C)C (LDA), [OH-].[Na+] (NaOH), ClC=1C(=NC=CN1)OC1=CC=C(C(=O)OCC)C=C1 (ethyl 4-(3-chloropyrazin-2-yloxy)benzoate). Solvent: C(C)(=O)OCC (Ethyl acetate), C1(=CC=CC=C1)C (toluene), C1CCOC1 (THF). Run at time 1.5 hour. Yields the product N1C(=NC2=C1C=CC=C2)C(=O)C2=CC=C(C=C2)OC2=NC=CN=C2Cl ((1H-benzo[d]imidazol-2-yl)(4-(3-chloropyrazin-2-yloxy)phenyl)methanone). Reaction SMILES: [C:1]1([NH2:8])[C:2]([NH2:7])=[CH:3][CH:4]=[CH:5][CH:6]=1.[CH:9](OCC)(OCC)OCC.C1(S(O)(=O)=O)C=CC=CC=1.[Cl:29][C:30]1[C:31]([O:36][C:37]2[CH:47]=[CH:46][C:40]([C:41]([O:43]CC)=O)=[CH:39][CH:38]=2)=[N:32][CH:33]=[CH:34][N:35]=1.[Li+].CC([N-]C(C)C)C.Cl.[OH-].[Na+]>C1(C)C=CC=CC=1.C1COCC1.C(OCC)(=O)C>[NH:7]1[C:2]2[CH:3]=[CH:4][CH:5]=[CH:6][C:1]=2[N:8]=[C:9]1[C:41]([C:40]1[CH:39]=[CH:38][C:37]([O:36][C:31]2[C:30]([Cl:29])=[N:35][CH:34]=[CH:33][N:32]=2)=[CH:47][CH:46]=1)=[O:43] |f:4.5,7.8|. Procedure: A solution of benzene-1,2-diamine (1.5 g, 14 mmol), triethyl orthoformate (5.7 mL, 37 mmol), and benzenesulfonic acid (0.075 g, 0.47 mmol) in toluene (15 mL) was heated to reflux for 4 h and then slowly distilled to remove half of the solvent. The mixture was then cooled to RT and neutralized with diisopropyl amine, followed by addition of a solution of ethyl 4-(3-chloropyrazin-2-yloxy)benzoate (4.3 g, 15 mmol) in THF (15 mL). The mixture was cooled to −78° C. and 1.2 equiv of LDA (9.2 mL, 17 mm... Starting materials: CO, CN1CCC(Oc2cccc(C#N)c2)CC1, N. Yields the product CN1CCC(Oc2cccc(CN)c2)CC1. Reaction SMILES: [CH3:18][OH:19].[CH3:1][N:2]1[CH2:3][CH2:4][CH:5]([O:8][c:9]2[cH:10][c:11]([C:12]#[N:13])[cH:14][cH:15][cH:16]2)[CH2:6][CH2:7]1.[NH3:17]>>[CH3:1][N:2]1[CH2:3][CH2:4][CH:5]([O:8][c:9]2[cH:10][c:11]([CH2:12][NH2:13])[cH:14][cH:15][cH:16]2)[CH2:6][CH2:7]1. The reactants are NC1CN(CC1)CC1=CC=CC=C1 (3-Amino-1-benzyl-pyrrolidine), BrC=1C=C2CN(C(C2=C(C1)C)=O)CC1=CC=C(C=C1)OC(F)(F)F (5-Bromo-7-methyl-2-(4-trifluoromethoxybenzyl)-2,3-dihydro-isoindol-1-one), CC(C)(C)[O-].[Na+] (NaOtBu), C=1C=CC(=CC1)P(C=2C=CC=CC2)C3=CC=C4C=CC=CC4=C3C5=C6C=CC=CC6=CC=C5P(C=7C=CC=CC7)C=8C=CC=CC8 (BINAP). The reagents and catalysts are C=1C=CC(=CC1)/C=C/C(=O)/C=C/C2=CC=CC=C2.C=1C=CC(=CC1)/C=C/C(=O)/C=C/C2=CC=CC=C2.C=1C=CC(=CC1)/C=C/C(=O)/C=C/C2=CC=CC=C2.[Pd].[Pd] (Pd2(dba)3). Solvent: C1(=CC=CC=C1)C (toluene), O (water). Product: C(C1=CC=CC=C1)N1CC(CC1)NC=1C=C2CN(C(C2=C(C1)C)=O)CC1=CC=C(C=C1)OC(F)(F)F (5-(1-Benzyl-pyrrolidin-3-ylamino)-7-methyl-2-(4-trifluoromethoxy-benzyl)-2,3-dihydro-isoindol-1-one). The yield is 70.2%. As a reaction SMILES: [NH2:1][CH:2]1[CH2:6][CH2:5][N:4]([CH2:7][C:8]2[CH:13]=[CH:12][CH:11]=[CH:10][CH:9]=2)[CH2:3]1.Br[C:15]1[CH:16]=[C:17]2[C:21](=[C:22]([CH3:24])[CH:23]=1)[C:20](=[O:25])[N:19]([CH2:26][C:27]1[CH:32]=[CH:31][C:30]([O:33][C:34]([F:37])([F:36])[F:35])=[CH:29][CH:28]=1)[CH2:18]2.CC([O-])(C)C.[Na+].C1C=CC(P(C2C(C3C(P(C4C=CC=CC=4)C4C=CC=CC=4)=CC=C4C=3C=CC=C4)=C3C(C=CC=C3)=CC=2)C2C=CC=CC=2)=CC=1>C1(C)C=CC=CC=1.C1C=CC(/C=C/C(/C=C/C2C=CC=CC=2)=O)=CC=1.C1C=CC(/C=C/C(/C=C/C2C=CC=CC=2)=O)=CC=1.C1C=CC(/C=C/C(/C=C/C2C=CC=CC=2)=O)=CC=1.[Pd].[Pd].O>[CH2:7]([N:4]1[CH2:5][CH2:6][CH:2]([NH:1][C:15]2[CH:16]=[C:17]3[C:21](=[C:22]([CH3:24])[CH:23]=2)[C:20](=[O:25])[N:19]([CH2:26][C:27]2[CH:32]=[CH:31][C:30]([O:33][C:34]([F:37])([F:36])[F:35])=[CH:29][CH:28]=2)[CH2:18]3)[CH2:3]1)[C:8]1[CH:13]=[CH:12][CH:11]=[CH:10][CH:9]=1 |f:2.3,6.7.8.9.10|. Procedure details: 3-Amino-1-benzyl-pyrrolidine (57 mg, 0.325 mmol), 5-Bromo-7-methyl-2-(4-trifluoromethoxybenzyl)-2,3-dihydro-isoindol-1-one (100 mg, 0.25 mmol), NaOtBu (168 mg, 1.75 mmol), BINAP (16 mg, 0.025 mmol) and Pd2(dba)3 (23 mg, 0.025 mmol) were dissolved in anhydrous toluene (5 mL). The mixture was immersed in a 110° C. oil bath. After eighteen hours, the reaction was cooled and poured into water and extracted with ethyl acetate. The organic phase was washed with brine, dried over MgSO4, filtered and co...